This data is from the Open Reaction Database (ORD), a public repository of structured organic reaction records. The task is: describe an organic reaction: reactants, conditions, products, and yield Starting materials: C[C@H]1N(CCCC1)C1=C(C=C(C(=O)O)C=C1)C(F)(F)F (4-[(2R)-2-methylpiperidin-1-yl]-3-(trifluoromethyl)benzoic acid), C[C@@H]1NCCCC1 ((S)-(+)-2-methylpiperidine). Procedure: The title compound was prepared following the procedure described in Intermediate 10 Steps 1 and 2, but starting from (S)-(+)-2-methylpiperidine. It was isolated as a beige powder. 1H NMR (DMSO-d6) δ 13.29 (s, 1H), 8.23-8.12 (m, 2H), 7.68 (d, J=8.4 Hz, 1H), 3.07 (m, 1H), 2.94-2.81 (m, 1H), 2.61-2.45 (m, 2H), 1.75 (m, 1H), 1.67-1.18 (m, 4H), 0.71 (d, J=6.1 Hz, 3H). HPLC (Method A), Rt 4.79 min (Purity: 99.9%). LC/MS (Method B): 286.2 (M−H)−, 288.0 (M+H)+. As a reaction SMILES: [CH3:1][C@@H:2]1[CH2:7][CH2:6][CH2:5][CH2:4][N:3]1[C:8]1[CH:16]=[CH:15][C:11]([C:12]([OH:14])=[O:13])=[CH:10][C:9]=1[C:17]([F:20])([F:19])[F:18].C[C@H]1CCCCN1>>[CH3:1][C@H:2]1[CH2:7][CH2:6][CH2:5][CH2:4][N:3]1[C:8]1[CH:16]=[CH:15][C:11]([C:12]([OH:14])=[O:13])=[CH:10][C:9]=1[C:17]([F:19])([F:18])[F:20]. The product is C[C@@H]1N(CCCC1)C1=C(C=C(C(=O)O)C=C1)C(F)(F)F (4-[(2S)-2-methylpiperidin-1-yl]-3-(trifluoromethyl)benzoic acid). The reactants are O=C([O-])[O-], COCCCl, CN(C)C=O, [K+], [K+], Nc1nc(S)nc2c1nc(O)n2Cc1ccccc1. Yields the product COCCSc1nc(N)c2nc(O)n(Cc3ccccc3)c2n1. RXN SMILES: [C:20](=[O:21])([O-:22])[O-:23].[CH3:26][O:27][CH2:28][CH2:29][Cl:30].[CH3:31][N:32]([CH3:33])[CH:34]=[O:35].[K+:24].[K+:25].[NH2:1][c:2]1[c:3]2[n:4][c:5]([OH:19])[n:6]([CH2:12][c:13]3[cH:14][cH:15][cH:16][cH:17][cH:18]3)[c:7]2[n:8][c:9]([SH:11])[n:10]1>>[NH2:1][c:2]1[c:3]2[n:4][c:5]([OH:19])[n:6]([CH2:12][c:13]3[cH:14][cH:15][cH:16][cH:17][cH:18]3)[c:7]2[n:8][c:9]([S:11][CH2:29][CH2:28][O:27][CH3:26])[n:10]1.